From a dataset of the Open Reaction Database (ORD), a public repository of structured organic reaction records. describe an organic reaction: reactants, conditions, products, and yield Starting materials: CC(=O)NCC1CN(c2ccc(SC(c3ccccc3)(c3ccccc3)c3ccccc3)c(F)c2)C(=O)O1, CN1CCCC1=O, N#CSCCl. Product: CC(=O)NCC1CN(c2ccc(SCSC#N)c(F)c2)C(=O)O1. Reaction SMILES: [C:1]([CH3:2])(=[O:3])[NH:4][CH2:5][CH:6]1[CH2:7][N:8]([c:12]2[cH:13][c:14]([F:38])[c:15]([S:18][C:19]([c:20]3[cH:21][cH:22][cH:23][cH:24][cH:25]3)([c:26]3[cH:27][cH:28][cH:29][cH:30][cH:31]3)[c:32]3[cH:33][cH:34][cH:35][cH:36][cH:37]3)[cH:16][cH:17]2)[C:9](=[O:11])[O:10]1.[CH3:44][N:45]1[CH2:46][CH2:47][CH2:48][C:49]1=[O:50].[Cl:39][CH2:40][S:41][C:42]#[N:43]>>[C:1]([CH3:2])(=[O:3])[NH:4][CH2:5][CH:6]1[CH2:7][N:8]([c:12]2[cH:13][c:14]([F:38])[c:15]([S:18][CH2:19][S:41][C:42]#[N:43])[cH:16][cH:17]2)[C:9](=[O:11])[O:10]1. Reactants: ClC1=CN=CC(=N1)N (6-chloro-pyrazin-2-ylamine), CS(=O)(=O)C1=CC=C(C=C1)B(O)O ((4-methylsulfonylphenyl)boronic acid). The product is CS(=O)(=O)C1=CC=C(C=C1)C1=CN=CC(=N1)N (6-(4-Methanesulfonyl-phenyl)-pyrazin-2-ylamine), solid. Isolated yield 99.0%. As a reaction SMILES: Cl[C:2]1[N:7]=[C:6]([NH2:8])[CH:5]=[N:4][CH:3]=1.[CH3:9][S:10]([C:13]1[CH:18]=[CH:17][C:16](B(O)O)=[CH:15][CH:14]=1)(=[O:12])=[O:11]>>[CH3:9][S:10]([C:13]1[CH:18]=[CH:17][C:16]([C:2]2[N:7]=[C:6]([NH2:8])[CH:5]=[N:4][CH:3]=2)=[CH:15][CH:14]=1)(=[O:12])=[O:11]. Procedure: 6-(4-Methanesulfonyl-phenyl)-pyrazin-2-ylamine was prepared from 6-chloro-pyrazin-2-ylamine and (4-methylsulfonylphenyl)boronic acid in a manner analogous to Step 2c to afford an off-white solid (99%). 1H NMR (400 MHz, (D3C)2SO, δ, ppm): 8.39 (s, 1H), 8.25 (d, 7.6 Hz, 2H) 8.02 (d, 7.6 Hz, 2H), 7.95 (s, 1H), 6.70 (bs, 2H), 3.26 (s, 3H). The reactants are COC=1C=C(C=C(C1OC)OC)C(C)=O (3',4',5'-trimethoxyacetophenone), CC=1NC2=CC=CC=C2C1C=O (2-methylindole-3-carboxaldehyde). The product is CC=1NC2=CC=CC=C2C1/C=C/C(=O)C1=CC(=C(C(=C1)OC)OC)OC ((E)-3-(2-Methylindol-3-yl)-1-(3,4,5-trimethoxyphenyl)-2-propen-1-one). The yield is 60.7%. Reaction SMILES: [CH3:1][O:2][C:3]1[CH:4]=[C:5]([C:13](=[O:15])[CH3:14])[CH:6]=[C:7]([O:11][CH3:12])[C:8]=1[O:9][CH3:10].[CH3:16][C:17]1[NH:18][C:19]2[C:24]([C:25]=1[CH:26]=O)=[CH:23][CH:22]=[CH:21][CH:20]=2>>[CH3:16][C:17]1[NH:18][C:19]2[C:24]([C:25]=1/[CH:26]=[CH:14]/[C:13]([C:5]1[CH:6]=[C:7]([O:11][CH3:12])[C:8]([O:9][CH3:10])=[C:3]([O:2][CH3:1])[CH:4]=1)=[O:15])=[CH:23][CH:22]=[CH:21][CH:20]=2. Reported procedure: Substantially the same procedure as in Example 1 was repeated using 3',4',5'-trimethoxyacetophenone (2.10 g) and 2-methylindole-3-carboxaldehyde (1.59 g) except that the obtained crude crystals were recrystallized from ethanol, to give Compound 12 (2.13 g). Starting materials: C(C1=CC=CC=C1)N1CCN(CC1)CCOCC(=O)N (2-(4-benzyl-1-piperazinyl)ethoxyacetamide), O (water), O (water), Cl (hydrochloric acid). Solvent: CC(=O)C (acetone). Reaction conditions: temperature 60 celsius, time 1 hour. Product: Cl.Cl.C(C1=CC=CC=C1)N1CCN(CC1)CCOCC(=O)O (2-(4-benzyl-1-piperazinyl)ethoxyacetic acid dihydrochloride). RXN SMILES: [CH2:1]([N:8]1[CH2:13][CH2:12][N:11]([CH2:14][CH2:15][O:16][CH2:17][C:18](N)=[O:19])[CH2:10][CH2:9]1)[C:2]1[CH:7]=[CH:6][CH:5]=[CH:4][CH:3]=1.[ClH:21].[OH2:22]>CC(C)=O>[ClH:21].[ClH:21].[CH2:1]([N:8]1[CH2:13][CH2:12][N:11]([CH2:14][CH2:15][O:16][CH2:17][C:18]([OH:19])=[O:22])[CH2:10][CH2:9]1)[C:2]1[CH:7]=[CH:6][CH:5]=[CH:4][CH:3]=1 |f:4.5.6|. Procedure: III.1.A. 13.9 g (0.05 mol) of 2-(4-benzyl-1-piperazinyl)ethoxyacetamide are dissolved in 15 ml of water in a 100 ml three-necked round-bottomed flask fitted with a water-cooled condenser and a mechanical stirrer. 31 ml (0.375 mol) of aqueous 37% hydrochloric acid solution are added. The mixture is heated at 60° C. for 1 hour. The water is removed on a rotary evaporator under reduced pressure at 60° C. The white solid obtained is taken up in 75 ml of acetone and is stirred for 1 hour at room temp... Starting materials: NC1=NC=C(C=C1)F (2-amino-5-fluoropyridine), CCN(C(C)C)C(C)C (DIPEA), ClCC(=O)Cl (chloracetylchloride). The solvent is C(Cl)Cl (DCM). Run at time 2 hour. The product is ClCC(=O)NC1=NC=C(C=C1)F (2-chloro-N-(5-fluoropyridin-2-yl)acetamide). As a reaction SMILES: [NH2:1][C:2]1[CH:7]=[CH:6][C:5]([F:8])=[CH:4][N:3]=1.CCN(C(C)C)C(C)C.[Cl:18][CH2:19][C:20](Cl)=[O:21]>C(Cl)Cl>[Cl:18][CH2:19][C:20]([NH:1][C:2]1[CH:7]=[CH:6][C:5]([F:8])=[CH:4][N:3]=1)=[O:21]. Procedure details: To a solution of 2-amino-5-fluoropyridine (300 mg, 2.60 mmol) in DCM (4.0 mL), DIPEA (1.36 mL, 7.79 mmol) was added, followed by chloracetylchloride (0.23 mL, 2.86 mmol). The resulting dark brown reaction mixture was stirred at rt for 2 h, then quenched with water and diluted with DCM. The org. layer was separated and the aq. layer extracted with DCM (1×). The combined org. layers were washed with brine, dried (MgSO4), filtered and the solvent removed under reduced pressure to obtain 2-chloro-N-...